Dataset: the Open Reaction Database (ORD), a public repository of structured organic reaction records. Task: describe an organic reaction: reactants, conditions, products, and yield Starting materials: CCOC(=O)Cc1ccc(O)c(OCc2ccccc2)c1, Cl, [Na+], [OH-], O. The product is O=C(O)Cc1ccc(O)c(OCc2ccccc2)c1. As a reaction SMILES: [CH2:1]([CH3:2])[O:3][C:4]([CH2:5][c:6]1[cH:7][c:8]([O:13][CH2:14][c:15]2[cH:16][cH:17][cH:18][cH:19][cH:20]2)[c:9]([OH:12])[cH:10][cH:11]1)=[O:21].[ClH:24].[Na+:23].[OH-:22].[OH2:25]>>[O:3]=[C:4]([CH2:5][c:6]1[cH:7][c:8]([O:13][CH2:14][c:15]2[cH:16][cH:17][cH:18][cH:19][cH:20]2)[c:9]([OH:12])[cH:10][cH:11]1)[OH:21]. Reactants: [Br-], CCCC[N+](CCCC)(CCCC)CCCC, Oc1ccc(Cl)c(F)c1, O, O=[N+]([O-])O. Product: O=[N+]([O-])c1cc(Cl)c(F)cc1O. RXN SMILES: [Br-:14].[CH3:15][CH2:16][CH2:17][CH2:18][N+:19]([CH2:20][CH2:21][CH2:22][CH3:23])([CH2:24][CH2:25][CH2:26][CH3:27])[CH2:28][CH2:29][CH2:30][CH3:31].[Cl:1][c:2]1[c:3]([F:9])[cH:4][c:5]([OH:8])[cH:6][cH:7]1.[OH2:32].[OH:10][N+:11]([O-:12])=[O:13]>>[Cl:1][c:2]1[c:3]([F:9])[cH:4][c:5]([OH:8])[c:6]([N+:11](=[O:10])[O-:12])[cH:7]1. Starting materials: C1(=CC=CC=C1)C12CCC(CC1)(CC2)CC(=O)OC (Methyl (4-phenylbicyclo[2.2.2]oct-1-yl)acetate), C1(=CC=CC=C1)C12CCC(CC1)(CC2)CC(=O)OC (Methyl (4-phenylbicyclo[2.2.2]oct-1-yl)acetate), C(C)(C)NC(C)C (diisopropylamine), C(=O)=O.CC(=O)C (CO2 acetone), [Cl-].[NH4+] (ammonium chloride), [Li]CCCC (nBuLi), CI (methyl iodide). Run in C1CCOC1 (THF), C1CCOC1 (THF). Reaction conditions: temperature -78 celsius, time 5 minute. The product is C1(=CC=CC=C1)C12CCC(CC1)(CC2)C(C(=O)OC)C (Methyl 2-(4-phenylbicyclo[2.2.2]oct-1-yl)propanoate). As a reaction SMILES: [CH:1](NC(C)C)(C)C.C(=O)=O.CC(C)=O.[Li]CCCC.[C:20]1([C:26]23[CH2:33][CH2:32][C:29]([CH2:34][C:35]([O:37][CH3:38])=[O:36])([CH2:30][CH2:31]2)[CH2:28][CH2:27]3)[CH:25]=[CH:24][CH:23]=[CH:22][CH:21]=1.CI.[Cl-].[NH4+]>C1COCC1>[C:20]1([C:26]23[CH2:27][CH2:28][C:29]([CH:34]([CH3:1])[C:35]([O:37][CH3:38])=[O:36])([CH2:32][CH2:33]2)[CH2:30][CH2:31]3)[CH:21]=[CH:22][CH:23]=[CH:24][CH:25]=1 |f:1.2,6.7|. Procedure: To a solution of diisopropylamine (0.9 mL, 6.39 mmol) in anhydrous THF (10 mL) cooled to −78° C. (CO2/acetone) was added nBuLi (2M solution in cyclohexane; 3.2 mL, 6.4 mmol) and the reaction mixture was allowed to stir at −78° C. for 5 mins. Methyl (4-phenylbicyclo[2.2.2]oct-1-yl)acetate (Intermediate 1(ii); 1.5 g, 5.81 mmol) in anhydrous THF (2 mL) was added and the mixture immediately became dark brown/black. It was allowed to stir for ˜30 mins at −78° C. then methyl iodide (0.4 mL, 6.39 mmol)... The reactants are [Li]CCCC, O=C1CCCC1, C1CCOC1, O, c1ccc2scnc2c1. Product: OC1(c2nc3ccccc3s2)CCCC1. As a reaction SMILES: [CH3:10][CH2:11][CH2:12][CH2:13][Li:14].[O:15]=[C:16]1[CH2:17][CH2:18][CH2:19][CH2:20]1.[O:22]1[CH2:23][CH2:24][CH2:25][CH2:26]1.[OH2:21].[cH:1]1[cH:2][cH:3][c:4]2[s:5][cH:6][n:7][c:8]2[cH:9]1>>[cH:1]1[cH:2][cH:3][c:4]2[s:5][c:6]([C:16]3([OH:15])[CH2:17][CH2:18][CH2:19][CH2:20]3)[n:7][c:8]2[cH:9]1. Reactants: N, O=C1C2CC3CC1CC(O)(C3)C2. Product: NC1C2CC3CC1CC(O)(C3)C2. RXN SMILES: [NH3:13].[OH:1][C:2]12[CH2:3][CH:4]3[C:5](=[O:12])[CH:6]([CH2:7][CH:8]([CH2:9]1)[CH2:10]3)[CH2:11]2>>[OH:1][C:2]12[CH2:3][CH:4]3[CH:5]([NH2:13])[CH:6]([CH2:7][CH:8]([CH2:9]1)[CH2:10]3)[CH2:11]2.